Dataset: the Open Reaction Database (ORD), a public repository of structured organic reaction records. Task: describe an organic reaction: reactants, conditions, products, and yield The reactants are C1CCCCC1 (cyclohexane), solids, C(C)(=O)OCC (ethyl acetate). Product: C1CCCCC1.C(C)(=O)OCC (Cyclohexane Ethyl Acetate). RXN SMILES: [CH2:1]1[CH2:6][CH2:5][CH2:4][CH2:3][CH2:2]1.[C:7]([O:10][CH2:11][CH3:12])(=[O:9])[CH3:8]>>[CH2:1]1[CH2:6][CH2:5][CH2:4][CH2:3][CH2:2]1.[C:7]([O:10][CH2:11][CH3:12])(=[O:9])[CH3:8] |f:2.3|. Procedure: The polymer was discharged from the reactor as a slurry (a blend of cyclohexane and ethyl acetate in equal mass ratio does not dissolve MA/MVE polymer) and the slurry contained 14.0% solids. Mw was 572,580 Da, and Mn was 135,682 Da, giving a PDI of 4.22. GPC recovery was 99%, suggesting negligible or zero crosslinked/gel content, and ηBrookfield was about 1 cP. Procedure details: Intermediate 47 (0.2 g, 0.32 mmol) was diluted with DCM (10 mL) and treated with TFA (0.3 mL). After 3 h, reaction solvents removed and resulting residue was purified by HPLC (0.01 g, 6%). Solvent: C(Cl)Cl (DCM). Reactants: C(C)(C)(C)OC(=O)N1CCC(CC1)NS(=O)(=O)C1=CC(=CC=C1)NC1=NC(=NC=C1C)NC1=CC=C(C=C1)N1CCN(CC1)C (4-(3-{5-Methyl-2-[4-(4-methyl-piperazin-1-yl)-phenylamino]-pyrimidin-4-ylamino}-benzenesulfonylamino)-piperidine-1-carboxylic acid tert-butyl ester), C(=O)(C(F)(F)F)O (TFA). Reaction SMILES: C(OC([N:8]1[CH2:13][CH2:12][CH:11]([NH:14][S:15]([C:18]2[CH:23]=[CH:22][CH:21]=[C:20]([NH:24][C:25]3[C:30]([CH3:31])=[CH:29][N:28]=[C:27]([NH:32][C:33]4[CH:38]=[CH:37][C:36]([N:39]5[CH2:44][CH2:43][N:42]([CH3:45])[CH2:41][CH2:40]5)=[CH:35][CH:34]=4)[N:26]=3)[CH:19]=2)(=[O:17])=[O:16])[CH2:10][CH2:9]1)=O)(C)(C)C.C(O)(C(F)(F)F)=O>C(Cl)Cl>[CH3:31][C:30]1[C:25]([NH:24][C:20]2[CH:19]=[C:18]([S:15]([NH:14][CH:11]3[CH2:12][CH2:13][NH:8][CH2:9][CH2:10]3)(=[O:17])=[O:16])[CH:23]=[CH:22][CH:21]=2)=[N:26][C:27]([NH:32][C:33]2[CH:38]=[CH:37][C:36]([N:39]3[CH2:40][CH2:41][N:42]([CH3:45])[CH2:43][CH2:44]3)=[CH:35][CH:34]=2)=[N:28][CH:29]=1. Run at time 3 hour. Yields the product CC=1C(=NC(=NC1)NC1=CC=C(C=C1)N1CCN(CC1)C)NC=1C=C(C=CC1)S(=O)(=O)NC1CCNCC1 (3-{5-Methyl-2-[4-(4-methyl-piperazin-1-yl)-phenylamino]-pyrimidin-4-ylamino}-N-piperidin-4-yl-benzenesulfonamide). Reactants: NNC(=O)c1ccc(OCc2ccccc2)c(Cl)c1, Cl, O=N[O-], [Na+], O. Yields the product [N-]=[N+]=NC(=O)c1ccc(OCc2ccccc2)c(Cl)c1. RXN SMILES: [CH2:1]([c:2]1[cH:3][cH:4][cH:5][cH:6][cH:7]1)[O:8][c:9]1[c:10]([Cl:19])[cH:11][c:12]([C:13](=[O:14])[NH:15][NH2:16])[cH:17][cH:18]1.[ClH:20].[N:21]([O-:22])=[O:23].[Na+:24].[OH2:25]>>[CH2:1]([c:2]1[cH:3][cH:4][cH:5][cH:6][cH:7]1)[O:8][c:9]1[c:10]([Cl:19])[cH:11][c:12]([C:13](=[O:14])[N:15]=[N+:16]=[N-:21])[cH:17][cH:18]1. Reactants: C([O-])([O-])=O.[K+].[K+] (potassium carbonate), O (water), N1N=CN=C1 (1,2,4-triazole), BrCCCC1=CC=C(C=C1)[N+](=O)[O-] (1-(3-bromopropyl)-4-nitrobenzene). The solvent is C1CCOC1 (THF), C1CCOC1 (THF). Reaction conditions: temperature 50 celsius, time 60 hour. Yields the product [N+](=O)([O-])C1=CC=C(C=C1)CCCN1N=CN=C1 (1-[3-(4-nitrophenyl)propyl]-1,2,4-triazole). Isolated yield 45.3%. RXN SMILES: [NH:1]1[CH:5]=[N:4][CH:3]=[N:2]1.C(=O)([O-])[O-].[K+].[K+].Br[CH2:13][CH2:14][CH2:15][C:16]1[CH:21]=[CH:20][C:19]([N+:22]([O-:24])=[O:23])=[CH:18][CH:17]=1.O>C1COCC1>[N+:22]([C:19]1[CH:20]=[CH:21][C:16]([CH2:15][CH2:14][CH2:13][N:1]2[CH:5]=[N:4][CH:3]=[N:2]2)=[CH:17][CH:18]=1)([O-:24])=[O:23] |f:1.2.3|. Procedure: 1,2,4-triazole (0.68 g) was dissolved in THF (8.0 ml), potassium carbonate (2.7 g) was added to the mixture, a solution of 1-(3-bromopropyl)-4-nitrobenzene (1.6 g) in. THF (8.0 ml) was added dropwise to the solution, and the mixture was stirred for 60 hours at 50° C. After cooling to room temperature, the reaction solution was added to water and extracted with ethyl acetate. The organic layer was washed with saturated brine, and dried over magnesium sulfate. The solvent was removed under reduced... Reactants: C(C1=CC=CC=C1)OC1=CC=C(C=C1)N1C(N(C=2C1=NC=C(C2)OCC(F)F)CC)=O (3-[4-(benzyloxy)phenyl]-6-(2,2-difluoroethoxy)-1-ethyl-1,3-dihydro-2H-imidazo[4,5-b]pyridin-2-one). The reagents and catalysts are [Pd] (Pd—C). Solvent: CCO (EtOH). Run at time 8 hour. Yields the product FC(COC=1C=C2C(=NC1)N(C(N2CC)=O)C2=CC=C(C=C2)O)F (6-(2,2-difluoroethoxy)-1-ethyl-3-(4-hydroxyphenyl)-1,3-dihydro-2H-imidazo[4,5-b]pyridin-2-one). Reaction SMILES: C([O:8][C:9]1[CH:14]=[CH:13][C:12]([N:15]2[C:19]3=[N:20][CH:21]=[C:22]([O:24][CH2:25][CH:26]([F:28])[F:27])[CH:23]=[C:18]3[N:17]([CH2:29][CH3:30])[C:16]2=[O:31])=[CH:11][CH:10]=1)C1C=CC=CC=1>CCO.[Pd]>[F:28][CH:26]([F:27])[CH2:25][O:24][C:22]1[CH:23]=[C:18]2[N:17]([CH2:29][CH3:30])[C:16](=[O:31])[N:15]([C:12]3[CH:11]=[CH:10][C:9]([OH:8])=[CH:14][CH:13]=3)[C:19]2=[N:20][CH:21]=1. Procedure: A mixture of 3-[4-(benzyloxy)phenyl]-6-(2,2-difluoroethoxy)-1-ethyl-1,3-dihydro-2H-imidazo[4,5-b]pyridin-2-one (300 mg) and 10% Pd—C (37.5 mg) in EtOH (10 mL) was hydrogenated under balloon pressure at room temperature overnight. The catalyst was removed by filtration and the filtrate was concentrated in vacuo to give 6-(2,2-difluoroethoxy)-1-ethyl-3-(4-hydroxyphenyl)-1,3-dihydro-2H-imidazo[4,5-b]pyridin-2-one as a colorless solid. To a solution of this product and 3-methyl-2-(methylsulfonyl)-3H... The reactants are CCOC(=O)c1cnc(N2CC3CN(C(=O)OC(C)(C)C)CC3C2)nc1, Cl, C1COCCO1. The product is CCOC(=O)c1cnc(N2CC3CNCC3C2)nc1. Reaction SMILES: [C:1]([O:2][C:3](=[O:4])[N:8]1[CH2:9][CH:10]2[CH:11]([CH2:12]1)[CH2:13][N:14]([c:16]1[n:17][cH:18][c:19]([C:22](=[O:23])[O:24][CH2:25][CH3:26])[cH:20][n:21]1)[CH2:15]2)([CH3:5])([CH3:6])[CH3:7].[ClH:27].[O:28]1[CH2:29][CH2:30][O:31][CH2:32][CH2:33]1>>[NH:8]1[CH2:9][CH:10]2[CH:11]([CH2:12]1)[CH2:13][N:14]([c:16]1[n:17][cH:18][c:19]([C:22](=[O:23])[O:24][CH2:25][CH3:26])[cH:20][n:21]1)[CH2:15]2. Reactants: CC=1N=C(SC1CC(Cl)(Cl)Cl)N (4-methyl-5-(2,2,2-trichloroethyl)-1,3-thiazol-2-ylamine), ClC1=C(C(=CC(=C1)Cl)Cl)S(=O)(=O)Cl (2,4,6-trichlorobenzenesulfonyl chloride). Conditions: time 8 hour. Product: ClC1=C(C(=CC(=C1)Cl)Cl)S(=O)(=O)NC=1SC(=C(N1)C)CC(Cl)(Cl)Cl (2,4,6-trichloro-N-[4-methyl-5-(2,2,2-trichloroethyl)-1,3-thiazol-2-yl]benzenesulfonamide). The yield is 46.0%. As a reaction SMILES: [CH3:1][C:2]1[N:3]=[C:4]([NH2:12])[S:5][C:6]=1[CH2:7][C:8]([Cl:11])([Cl:10])[Cl:9].[Cl:13][C:14]1[CH:19]=[C:18]([Cl:20])[CH:17]=[C:16]([Cl:21])[C:15]=1[S:22](Cl)(=[O:24])=[O:23]>>[Cl:13][C:14]1[CH:19]=[C:18]([Cl:20])[CH:17]=[C:16]([Cl:21])[C:15]=1[S:22]([NH:12][C:4]1[S:5][C:6]([CH2:7][C:8]([Cl:11])([Cl:9])[Cl:10])=[C:2]([CH3:1])[N:3]=1)(=[O:24])=[O:23]. Procedure: The title compound was prepared according to METHOD A from 4-methyl-5-(2,2,2-trichloroethyl)-1,3-thiazol-2-ylamine (123 mg, 0.5 mmol, prepared according to Dodinov, A. A et al (1993) Chem. Heterocycl. Comp (Eng. Transl.) 29(8): 955-958) and 2,4,6-trichlorobenzenesulfonyl chloride (140 mg, 0.5 mmol). The solution was allowed to stand at room temperature overnight. The solution was directly loaded on a silica gel column for flash column chromatography, eluted with a mixed solvent of ethyl acetate ...